Dataset: the Open Reaction Database (ORD), a public repository of structured organic reaction records. Task: describe an organic reaction: reactants, conditions, products, and yield Reactants: OC1=C(C=CC=C1)CC(=O)OC (methyl 2-hydroxyphenylacetate), C(C1=CC=CC=C1)Cl (benzyl chloride), C([O-])([O-])=O.[K+].[K+] (potassium carbonate). The solvent is CO (methanol). The product is C(C1=CC=CC=C1)OC1=C(C=CC=C1)CC(=O)OC (Methyl 2-(benzyloxy)-phenylacetate). The yield is 67.2%. RXN SMILES: [OH:1][C:2]1[CH:7]=[CH:6][CH:5]=[CH:4][C:3]=1[CH2:8][C:9]([O:11][CH3:12])=[O:10].[CH2:13](Cl)[C:14]1[CH:19]=[CH:18][CH:17]=[CH:16][CH:15]=1.C(=O)([O-])[O-].[K+].[K+]>CO>[CH2:13]([O:1][C:2]1[CH:7]=[CH:6][CH:5]=[CH:4][C:3]=1[CH2:8][C:9]([O:11][CH3:12])=[O:10])[C:14]1[CH:19]=[CH:18][CH:17]=[CH:16][CH:15]=1 |f:2.3.4|. Procedure details: 15 g of methyl 2-hydroxyphenylacetate are refluxed with 11.4 g of benzyl chloride and 6.2 g of potassium carbonate in 90 ml of absolute methanol for 24 hours. The mixture is filtered, the filtrate is evaporated down, 400 ml of ether are added to the residue, and the solution is washed with water, dried with MgSO4 and evaporated down. Distillation of the residue at about 200° C. and under 18 mbar gives 15.5 g of pale oil. Reactants: FC(OC1=C(C=CC=C1)[N+](=O)[O-])F (1-difluoromethoxy-2-nitrobenzene). Reagents/catalysts: [Pd] (palladium on carbon). Run in C(C)O (ethanol). Reaction conditions: time 24 hour. Yields the product FC(OC1=C(N)C=CC=C1)F (2-difluoromethoxyaniline). Isolated yield 74424.0%. RXN SMILES: [F:1][CH:2]([F:13])[O:3][C:4]1[CH:9]=[CH:8][CH:7]=[CH:6][C:5]=1[N+:10]([O-])=O>[Pd].C(O)C>[F:1][CH:2]([F:13])[O:3][C:4]1[CH:9]=[CH:8][CH:7]=[CH:6][C:5]=1[NH2:10]. Reported procedure: A mixture of 1-difluoromethoxy-2-nitrobenzene (8.21 g, 43.4 mmol) and 10% palladium on carbon (1.1 g) in 100 mL of ethanol was stirred under a hydrogen atmosphere at room temperature for approximately 24 hours. The mixture was filtered and the filtrate was concentrated to give 2-difluoromethoxyaniline (5.14 g, 32.3 mol) as an oil.